This data is from the Open Reaction Database (ORD), a public repository of structured organic reaction records. The task is: describe an organic reaction: reactants, conditions, products, and yield Reactants: FC1=CC=C(C=C1)C1=C(C(=NN1)NC(C([N+](=O)[O-])C1=CC=CC=C1)=O)C1=CC=NC=C1 (5-(4-fluorophenyl)-3-(2-nitrophenylacetylamino)-4-(4-pyridyl)pyrazole), C1=CCCCC1 (cyclohexene). Reagents/catalysts: [C].[Pd] (palladium-carbon). The solvent is CO (methanol). Yields the product FC1=CC=C(C=C1)C1=C(C(=NN1)NC(C(N)C1=CC=CC=C1)=O)C1=CC=NC=C1 (5-(4-fluorophenyl)-3-(2-aminophenylacetylamino)-4-(4-pyridyl)pyrazole). Isolated yield 78.4%. RXN SMILES: [F:1][C:2]1[CH:7]=[CH:6][C:5]([C:8]2[NH:12][N:11]=[C:10]([NH:13][C:14](=[O:25])[CH:15]([C:19]3[CH:24]=[CH:23][CH:22]=[CH:21][CH:20]=3)[N+:16]([O-])=O)[C:9]=2[C:26]2[CH:31]=[CH:30][N:29]=[CH:28][CH:27]=2)=[CH:4][CH:3]=1.C1CCCCC=1>CO.[C].[Pd]>[F:1][C:2]1[CH:7]=[CH:6][C:5]([C:8]2[NH:12][N:11]=[C:10]([NH:13][C:14](=[O:25])[CH:15]([C:19]3[CH:24]=[CH:23][CH:22]=[CH:21][CH:20]=3)[NH2:16])[C:9]=2[C:26]2[CH:27]=[CH:28][N:29]=[CH:30][CH:31]=2)=[CH:4][CH:3]=1 |f:3.4|. Reported procedure: 11 mg of 5-(4-fluorophenyl)-3-(2-nitrophenylacetylamino)-4-(4-pyridyl)pyrazole was dissolved in 5 ml of methanol. Then, 100 mg of cyclohexene and 20 mg of 5% palladium-carbon were added thereto, followed by heating under reflux for 1 hour. After the reaction mixture was filtered, the filtrate was concentrated under reduced pressure to obtain 8 mg (79% yield) of the title compound as a light-brown powder.